Task: describe an organic reaction: reactants, conditions, products, and yield. Dataset: the Open Reaction Database (ORD), a public repository of structured organic reaction records Reactants: Cl.[Cl-].N[C@H]1[C@@H]2N(C(=C(CS2)C[N+]2=CC=CC=C2)C(=O)O)C1=O (1-[(7β-Amino-4-carboxy-3-cephem-3-yl)methyl]pyridinium chloride hydrochloride), C1(CC1)ON=C(C(=O)O)C=1N=C(SC1)NC=O (2-cyclopropyloxyimino-2-(2-formamidothiazol-4-yl)acetic acid), C(C)(=O)OCC (ethyl acetate). Solvent: C[Si](NC(C)=O)(C)C (N-trimethylsilylacetamide), C[Si](C)(C)C(C(=O)N)[Si](C)(C)C (bis(trimethylsilyl)acetamide), O1CCCC1 (tetrahydrofuran). Reaction conditions: time 40 minute. Product: NC=1SC=C(N1)C(C(=O)N[C@H]1[C@@H]2N(C(=C(CS2)C[N+]2=CC=CC=C2)C(=O)[O-])C1=O)=NOC1CC1 (7β-[2-(2-aminothiazol-4-yl)-2-(cyclopropyloxyimino)acetamido]-3-(1-pyridinio)methyl-3-cephem-4-carboxylate). Isolated yield 56.4%. Reaction SMILES: Cl.[Cl-].[NH2:3][C@@H:4]1[C:21](=[O:22])[N:6]2[C:7]([C:18]([OH:20])=[O:19])=[C:8]([CH2:11][N+:12]3[CH:17]=[CH:16][CH:15]=[CH:14][CH:13]=3)[CH2:9][S:10][C@H:5]12.[CH:23]1([O:26][N:27]=[C:28]([C:32]2[N:33]=[C:34]([NH:37]C=O)[S:35][CH:36]=2)[C:29](O)=[O:30])[CH2:25][CH2:24]1.C(OCC)(=O)C>C[Si](C)(C)NC(=O)C.C[Si](C([Si](C)(C)C)C(N)=O)(C)C.O1CCCC1>[NH2:37][C:34]1[S:35][CH:36]=[C:32]([C:28](=[N:27][O:26][CH:23]2[CH2:25][CH2:24]2)[C:29]([NH:3][C@@H:4]2[C:21](=[O:22])[N:6]3[C:7]([C:18]([O-:20])=[O:19])=[C:8]([CH2:11][N+:12]4[CH:13]=[CH:14][CH:15]=[CH:16][CH:17]=4)[CH2:9][S:10][C@H:5]23)=[O:30])[N:33]=1 |f:0.1.2|. Procedure details: 1-[(7β-Amino-4-carboxy-3-cephem-3-yl)methyl]pyridinium chloride hydrochloride (960 mg) was dissolved in a solution of N-trimethylsilylacetamide (1.5 g) and bis(trimethylsilyl)acetamide (2.8 ml) in tetrahydrofuran (10 ml). To this solution was added the activated acid solution, which was prepared from 2-cyclopropyloxyimino-2-(2-formamidothiazol-4-yl)acetic acid (syn isomer) (500 mg) according to a similar manner to that described in Example 1, at -20° C. The mixture was stirred at -20° C. to -10°... Yield: 51.7%. The reactants are IC1=CC2=C(N=C(S2)SC)C=C1 (6-iodo-2-(methylthio)benzo[d]thiazole), C(C=C)O (allyl alcohol), C1(=C(C=CC=C1)P(C1=C(C=CC=C1)C)C1=C(C=CC=C1)C)C (tris(o-tolyl) phosphine), C(=O)(O)[O-].[Na+] (NaHCO3). As a reaction SMILES: I[C:2]1[CH:12]=[CH:11][C:5]2[N:6]=[C:7]([S:9][CH3:10])[S:8][C:4]=2[CH:3]=1.[CH2:13]([OH:16])[CH:14]=[CH2:15].C1(C)C=CC=CC=1P(C1C=CC=CC=1C)C1C=CC=CC=1C.C([O-])(O)=O.[Na+]>CN(C=O)C.CC([O-])=O.CC([O-])=O.[Pd+2].O>[CH3:10][S:9][C:7]1[S:8][C:4]2[CH:3]=[C:2]([CH2:15][CH2:14][CH:13]=[O:16])[CH:12]=[CH:11][C:5]=2[N:6]=1 |f:3.4,6.7.8|. Procedure details: A mixture of 6-iodo-2-(methylthio)benzo[d]thiazole (5.0 g, 16.3 mmol), allyl alcohol (2.2 mL, 32.6 mmol), Pd(OAc)2 (0.36 g, 1.63 mmol), tris(o-tolyl) phosphine (1.0 g, 3.3 mmol) and NaHCO3 (2.8 g, 32.6 mmol) in DMF (75 mL) was stirred at 100° C. under nitrogen atmosphere for 4 h. Then the mixture was cooled to rt and water (300 mL) was added. The mixture was extracted with EtOAc (200 mL×3). The combined organic layers were washed with brine, dried over Na2SO4, filtered and concentrated under red... The solvent is CN(C)C=O (DMF), O (water). Reaction conditions: temperature 100 celsius, time 4 hour. The reagents and catalysts are CC(=O)[O-].CC(=O)[O-].[Pd+2] (Pd(OAc)2). Yields the product CSC=1SC2=C(N1)C=CC(=C2)CCC=O (3-(2-(methylthio)benzo[d]thiazol-6-yl)propanal). Starting materials: [H-].[H-].[H-].[H-].[Li+].[Al+3] (LiAlH4), resultant mixture, resultant mixture, FC=1C=C(C=O)C=CC1F (3,4-difluorobenzaldehyde), [Si](C)(C)(C)C#N (TMSCN), resultant mixture, [OH-].[Na+] (NaOH). The reagents and catalysts are [I-].[Zn+2].[I-] (zinc iodide). Solvent: C1CCOC1 (THF), O (water), O (water), C1CCOC1 (THF). Reaction conditions: time 21 hour. Yields the product NCC(O)C1=CC(=C(C=C1)F)F (2-Amino-1-(3,4-difluoro-phenyl)-ethanol). RXN SMILES: [F:1][C:2]1[CH:3]=[C:4]([CH:7]=[CH:8][C:9]=1[F:10])[CH:5]=[O:6].[Si]([C:15]#[N:16])(C)(C)C.[H-].[H-].[H-].[H-].[Li+].[Al+3].[OH-].[Na+]>C1COCC1.[I-].[Zn+2].[I-].O>[NH2:16][CH2:15][CH:5]([C:4]1[CH:7]=[CH:8][C:9]([F:10])=[C:2]([F:1])[CH:3]=1)[OH:6] |f:2.3.4.5.6.7,8.9,11.12.13|. Reported procedure: To a solution consisting of 3,4-difluorobenzaldehyde (3.85 g, 27.1 mmol), zinc iodide (104.9 mg, 0.329 mmol) and THF (5 mL) at 0° C. under nitrogen was added TMSCN (4.60 mL, 33.9 mmol). The resultant mixture was stirred for 3.5 h at 0° C. and then cannulated into a 0° C. suspension of LiAlH4 (1.41 g, 67.7 mmol) in THF (80 mL). The resultant mixture was allowed to gradually warm to rt with stirring for 21 h. The reaction mixture was then re-cooled to 0° C. and carefully treated with water (2.57 m...